Dataset: the Open Reaction Database (ORD), a public repository of structured organic reaction records. Task: describe an organic reaction: reactants, conditions, products, and yield Starting materials: 1,4-bis-(4',40"-dihydroxytriphenyl-methyl)-benzene, polycarbonates, 2,2-bis-[4,4-(4,4'-dihydroxydiphenyl)-cyclohexyl]-propane, C1(O)=CC(O)=CC(O)=C1 (Phloroglucinol), OC1=C(C(=O)O)C=CC(=C1)O (2,4-dihydroxybenzoic acid), 4,6-dimethyl-2,4,6-tri-(4-hydroxyphenyl)-heptene-(2), OC1=CC=C(C=C1)C(C)(C)C1=C(C=C(C=C1)O)O (2-(4-hydroxyphenyl)-2-(2,4-dihydroxyphenyl)-propane), OC1=CC=C(C=C1)C(C)(C1=CC=C(C=C1)O)C1=CC=C(C=C1)O (1,1,1-tri-(4-hydroxyphenyl)-ethane), 2,4-bis-(4-hydroxyphenyl-4-isopropyl)-phenol,2,6-bis-(2'-hydroxy-5'-methyl-benzyl)-4-methylphenol, OC1=CC=C(C=C1)C(C1=CC=CC=C1)(C1=CC=C(C=C1)O)C1=CC=C(C=C1)O (tri-(4-hydroxyphenyl)-phenyl-methane), OC1=CC=C(C=C1)C1=CC(=CC(=C1)C1=CC=C(C=C1)O)C1=CC=C(C=C1)O (1,3,5-tri-(4-hydroxyphenyl)-benzene), bisphenols, Polycarbonates, CC(CC(C)C1=CC=C(C=C1)O)(CC(C)(C1=CC=C(C=C1)O)C)C1=CC=C(C=C1)O (4,6-dimethyl-2,4,6-tri-(4-hydroxyphenyl)-heptane). The product is OC1=CC=C(C=C1)C(C)(C)C1=CC=C(C=C1)C(C)(C)C1=CC=C(C=C1)O (α,α'-bis-(4-hydroxyphenyl)-p-diisopropylbenzene). As a reaction SMILES: [C:1]1([CH:9]=[C:7]([OH:8])[CH:6]=[C:4](O)[CH:3]=1)O.CC(C1C=CC(O)=CC=1)([CH2:22][C:23]([CH3:32])([C:25]1[CH:30]=[CH:29][C:28]([OH:31])=[CH:27][CH:26]=1)[CH3:24])CC(C1C=CC(O)=CC=1)C.OC1[CH:46]=[CH:45][C:44]([C:47]2[CH:52]=C(C3C=CC(O)=CC=3)C=C(C3C=CC(O)=CC=3)[CH:48]=2)=[CH:43][CH:42]=1.OC1C=CC(C(C2C=CC(O)=CC=2)(C2C=CC(O)=CC=2)C)=CC=1.OC1C=CC(C(C2C=CC(O)=CC=2)(C2C=CC(O)=CC=2)C2C=CC=CC=2)=CC=1.OC1C=C(O)C=CC=1C(O)=O.OC1C=CC(C(C2C=CC(O)=CC=2O)(C)C)=CC=1>>[OH:31][C:28]1[CH:27]=[CH:26][C:25]([C:23]([C:22]2[CH:46]=[CH:45][C:44]([C:47]([C:3]3[CH:4]=[CH:6][C:7]([OH:8])=[CH:9][CH:1]=3)([CH3:52])[CH3:48])=[CH:43][CH:42]=2)([CH3:32])[CH3:24])=[CH:30][CH:29]=1. Reported procedure: The polycarbonates may, of course, be branched by incorporating small quantities of polyhydroxyl compounds, e.g. 0.05 to 2.0 mols percent (based on the quantity of bisphenols). Polycarbonates of this kind have been described, e.g. in German Offenlegungsschriften No. 1,570,533; 2,116,974 and 2,113,347, in British Patents No. 885,442 and 1,079,821 and in U.S. Pat. No. 3,544,514. The following are some of the polyhydroxyl compounds which are suitable for this purpose: Phloroglucinol, 4,6-dimethyl-2... Starting materials: CCOC(=O)c1cnc2c(Cl)cccc2c1Cl, CCCCC([Sn])=C(CCCC)CCCC, Cc1ccccc1. Yields the product C=Cc1c(C(=O)OCC)cnc2c(Cl)cccc12. Reaction SMILES: [CH2:16]([CH3:17])[O:18][C:19](=[O:20])[c:21]1[cH:22][n:23][c:24]2[c:25]([Cl:32])[cH:26][cH:27][cH:28][c:29]2[c:30]1[Cl:31].[CH2:1]([CH2:2][CH2:14][CH3:15])[C:3]([Sn:4])=[C:5]([CH2:6][CH2:7][CH2:8][CH3:9])[CH2:10][CH2:11][CH2:12][CH3:13].[CH3:33][c:34]1[cH:35][cH:36][cH:37][cH:38][cH:39]1>>[CH:1](=[CH2:2])[c:30]1[c:21]([C:19]([O:18][CH2:16][CH3:17])=[O:20])[cH:22][n:23][c:24]2[c:25]([Cl:32])[cH:26][cH:27][cH:28][c:29]21. Reaction conditions: time 18 hour. Procedure details: DIEA (d 0.742; 0.102 mL, 0.585 mmol) was added to a solution of 4-(piperazin-1-yl)-1H-pyrazolo[3,4-b]pyridine-5-carbonitrile dihydrochloride (0.0661 g, 0.219 mmol), (S)-3-(tert-butoxycarbonyl(isopropyl)amino)-2-(4-chlorophenyl)propanoic acid (0.050 g, 0.146 mmol, see Example B) and TBTU (0.0564 g, 0.176 mmol) in DCM (1 mL) and stirred at room temperature for 18 hours. The mixture was directly loaded onto a silica column and purified by chromatography (hexane:ethyl acetate, 1:1) to give (S)-tert-... Reactants: CCN(C(C)C)C(C)C (DIEA), Cl.Cl.N1(CCNCC1)C1=C2C(=NC=C1C#N)NN=C2 (4-(piperazin-1-yl)-1H-pyrazolo[3,4-b]pyridine-5-carbonitrile dihydrochloride), C(C)(C)(C)OC(=O)N(C[C@@H](C(=O)O)C1=CC=C(C=C1)Cl)C(C)C ((S)-3-(tert-butoxycarbonyl(isopropyl)amino)-2-(4-chlorophenyl)propanoic acid), CN(C)C(=[N+](C)C)ON1C2=C(C=CC=C2)N=N1.[B-](F)(F)(F)F (TBTU). As a reaction SMILES: CCN(C(C)C)C(C)C.Cl.Cl.[N:12]1([C:18]2[C:23]([C:24]#[N:25])=[CH:22][N:21]=[C:20]3[NH:26][N:27]=[CH:28][C:19]=23)[CH2:17][CH2:16][NH:15][CH2:14][CH2:13]1.[C:29]([O:33][C:34]([N:36]([CH:49]([CH3:51])[CH3:50])[CH2:37][C@H:38]([C:42]1[CH:47]=[CH:46][C:45]([Cl:48])=[CH:44][CH:43]=1)[C:39](O)=[O:40])=[O:35])([CH3:32])([CH3:31])[CH3:30].CN(C(ON1N=NC2C=CC=CC1=2)=[N+](C)C)C.[B-](F)(F)(F)F>C(Cl)Cl>[Cl:48][C:45]1[CH:46]=[CH:47][C:42]([C@H:38]([C:39]([N:15]2[CH2:16][CH2:17][N:12]([C:18]3[C:23]([C:24]#[N:25])=[CH:22][N:21]=[C:20]4[NH:26][N:27]=[CH:28][C:19]=34)[CH2:13][CH2:14]2)=[O:40])[CH2:37][N:36]([CH:49]([CH3:50])[CH3:51])[C:34](=[O:35])[O:33][C:29]([CH3:31])([CH3:30])[CH3:32])=[CH:43][CH:44]=1 |f:1.2.3,5.6|. Product: ClC1=CC=C(C=C1)[C@@H](CN(C(OC(C)(C)C)=O)C(C)C)C(=O)N1CCN(CC1)C1=C2C(=NC=C1C#N)NN=C2 ((S)-tert-butyl 2-(4-chlorophenyl)-3-(4-(5-cyano-1H-pyrazolo[3,4-b]pyridin-4-yl)piperazin-1-yl)-3-oxopropyl(isopropyl)carbamate). Solvent: C(Cl)Cl (DCM). Starting materials: C(C1=CC=CC=C1)(=O)OC1(C(N(C2=CC=C(C=C12)C)CC)=O)CC1=CC(=C(C(=C1)OC)OC)OC (1-ethyl-5-methyl-2-oxo-3-(3,4,5-trimethoxybenzyl)indolin-3-yl benzoate), C(C1=CC=CC=C1)(=O)OC1C(N(C2=CC=C(C=C12)C)CCC)=O (5-methyl-2-oxo-1-propylindolin-3-yl benzoate), BrCC1=CC(=C(C=C1)OC)OC (4-(bromomethyl)-1,2-dimethoxybenzene). Yields the product C(C1=CC=CC=C1)(=O)OC1(C(N(C2=CC=C(C=C12)C)CCC)=O)CC1=CC(=C(C=C1)OC)OC (3-(3,4-dimethoxybenzyl)-5-methyl-2-oxo-1-propylindolin-3-yl benzoate). Reaction SMILES: [C:1]([O:9][C:10]1([CH2:23][C:24]2[CH:29]=[C:28](OC)[C:27]([O:32][CH3:33])=[C:26]([O:34][CH3:35])[CH:25]=2)[C:18]2[C:13](=[CH:14][CH:15]=[C:16]([CH3:19])[CH:17]=2)[N:12]([CH2:20][CH3:21])[C:11]1=[O:22])(=[O:8])[C:2]1[CH:7]=[CH:6][CH:5]=[CH:4][CH:3]=1.[C:36](OC1C2C(=CC=C(C)C=2)N(CCC)C1=O)(=O)C1C=CC=CC=1.BrCC1C=CC(OC)=C(OC)C=1>>[C:1]([O:9][C:10]1([CH2:23][C:24]2[CH:29]=[CH:28][C:27]([O:32][CH3:33])=[C:26]([O:34][CH3:35])[CH:25]=2)[C:18]2[C:13](=[CH:14][CH:15]=[C:16]([CH3:19])[CH:17]=2)[N:12]([CH2:20][CH2:21][CH3:36])[C:11]1=[O:22])(=[O:8])[C:2]1[CH:7]=[CH:6][CH:5]=[CH:4][CH:3]=1. Reported procedure: This compound was made in an analogous fashion to 1-ethyl-5-methyl-2-oxo-3-(3,4,5-trimethoxybenzyl)indolin-3-yl benzoate using 5-methyl-2-oxo-1-propylindolin-3-yl benzoate and 4-(bromomethyl)-1,2-dimethoxybenzene. 1H-NMR δ 8.06 (d, 2H), 7.57 (t, 1H), 7.43 (t, 2H), 7.07 (d, 1H), 6.90 (s, 1H), 6.68 (d, 1H) 6.62 (m, 2H), 6.39 (s, 1H), 3.83 (s, 3H), 3.66 (s, 3H), 3.56 (m, 1H) 3.47 (m, 2H), 3.25 (d, 1H), 2.27 (s, 3H), 1.52 (m, 2H), 0.84 (t, 3H). Calculated mass for C28H29NO5, 459.53. Observed 482.2 (... Procedure: To the product from example 72 step (i) (550 mg) in DCM (20 mL), BBr3 (0.29 ml) was added dropwise and the reaction mixture stirred for 5 h. MeOH (4 mL) was added followed by 4M HCl in dioxane (0.5 mL) and stirred for 16 h and the solvents evaporated. The residue was purified by RPHPLC to give the title compound as a white solid, 8 mg. As a reaction SMILES: [NH2:1][C:2]1[N:7]=[C:6]([NH:8][CH2:9][CH2:10][CH2:11][CH3:12])[C:5]([CH2:13][C:14]2[CH:19]=[CH:18][C:17]([CH2:20][C:21]([OH:23])=[O:22])=[CH:16][C:15]=2[O:24]C)=[C:4]([CH3:26])[N:3]=1.[CH3:27]O.Cl>C(Cl)Cl.B(Br)(Br)Br.O1CCOCC1>[NH2:1][C:2]1[N:7]=[C:6]([NH:8][CH2:9][CH2:10][CH2:11][CH3:12])[C:5]([CH2:13][C:14]2[CH:19]=[CH:18][C:17]([CH2:20][C:21]([O:23][CH3:27])=[O:22])=[CH:16][C:15]=2[OH:24])=[C:4]([CH3:26])[N:3]=1. The product is NC1=NC(=C(C(=N1)NCCCC)CC1=C(C=C(C=C1)CC(=O)OC)O)C (Methyl 2-(4-((2-amino-4-(butylamino)-6-methylpyrimidin-5-yl)methyl)-3-hydroxyphenyl)acetate). Reaction conditions: time 5 hour. Reactants: CO (MeOH), NC1=NC(=C(C(=N1)NCCCC)CC1=C(C=C(C=C1)CC(=O)O)OC)C (2-(4-((2-Amino-4-(butylamino)-6-methylpyrimidin-5-yl)methyl)-3-methoxyphenyl)acetic acid), Cl (HCl). Run in C(Cl)Cl (DCM), B(Br)(Br)Br (BBr3), O1CCOCC1 (dioxane). The reactants are 166.5, [OH-].[K+] (potassium hydroxide), 188, CC1=CC=C(O1)CN1C(=NC2=C1C=CC=C2)NC2CCN(CCC2)C(=O)OCC (ethyl hexahydro-4-[[1-[(5-methyl-2-furanyl)methyl]-1H-benzimidazol-2-yl]-amino]-1H-azepine-1-carboxylate), [OH-].[K+] (potassium hydroxide), O (water), CC(C)=O (2-propanone). Run at time 18 hour. Product: 132.6, C(\C=C\C(=O)O)(=O)O.N1CCC(CCC1)NC1=NC2=C(N1CC=1OC(=CC1)C)C=CC=C2 (N-(hexahydro-1H-azepin-4-yl)-1-[(5-methyl-2-furanyl)methyl]-1H-benzimidazol-2-amine (E)-2-butenedioate). Isolated yield 52.9%. RXN SMILES: [CH3:1][C:2]1[O:6][C:5]([CH2:7][N:8]2[C:12]3[CH:13]=[CH:14][CH:15]=[CH:16][C:11]=3[N:10]=[C:9]2[NH:17][CH:18]2[CH2:24][CH2:23][CH2:22][N:21](C(OCC)=O)[CH2:20][CH2:19]2)=[CH:4][CH:3]=1.[OH-:30].[K+].[OH2:32].CC(=[O:36])C>>[C:5]([OH:6])(=[O:36])/[CH:4]=[CH:3]/[C:2]([OH:32])=[O:30].[NH:21]1[CH2:22][CH2:23][CH2:24][CH:18]([NH:17][C:9]2[N:8]([CH2:7][C:5]3[O:6][C:2]([CH3:1])=[CH:3][CH:4]=3)[C:12]3[CH:13]=[CH:14][CH:15]=[CH:16][C:11]=3[N:10]=2)[CH2:19][CH2:20]1 |f:1.2,5.6|. Reported procedure: A mixture of 188 parts of ethyl hexahydro-4-[[1-[(5-methyl-2-furanyl)methyl]-1H-benzimidazol-2-yl]-amino]-1H-azepine-1-carboxylate, 166.5 parts of potassium hydroxide, 18 parts of water and 1440 parts of 2-propanone was stirred for 18 hours at reflux temperature. After cooling, another portion of 166.5 parts of potassium hydroxide was added and stirring was continued for 6 hours at reflux. After cooling, the reaction mixture was evaporated and the residue was stirred in 1500 parts of water. The ... Reactants: BrC=1C=C2C(=C(N(C(C2=CC1)=O)CC1=CC=C(C=C1)S(=O)(=O)C)C(C)O)C1=CC=CC=C1 (6-bromo-3-(1-hydroxyethyl)-2-(4-methanesulfonylbenzyl)-4-phenyl-2H-isoquinolin-1-one), C1CCOC1.C(C)(C)OC(C)C (THF diisopropyl ether). Yields the product C(C)(=O)C=1N(C(C2=CC=C(C=C2C1C1=CC=CC=C1)Br)=O)CC1=CC=C(C=C1)S(=O)(=O)C (3-acetyl-6-bromo-2-(4-methanesulfonylbenzyl)-4-phenyl-2H-isoquinolin-1-one). Reaction SMILES: [Br:1][C:2]1[CH:3]=[C:4]2[C:9](=[CH:10][CH:11]=1)[C:8](=[O:12])[N:7]([CH2:13][C:14]1[CH:19]=[CH:18][C:17]([S:20]([CH3:23])(=[O:22])=[O:21])=[CH:16][CH:15]=1)[C:6]([CH:24]([OH:26])[CH3:25])=[C:5]2[C:27]1[CH:32]=[CH:31][CH:30]=[CH:29][CH:28]=1.C1COCC1.C(OC(C)C)(C)C>>[C:24]([C:6]1[N:7]([CH2:13][C:14]2[CH:15]=[CH:16][C:17]([S:20]([CH3:23])(=[O:21])=[O:22])=[CH:18][CH:19]=2)[C:8](=[O:12])[C:9]2[C:4]([C:5]=1[C:27]1[CH:32]=[CH:31][CH:30]=[CH:29][CH:28]=1)=[CH:3][C:2]([Br:1])=[CH:11][CH:10]=2)(=[O:26])[CH3:25] |f:1.2|. Procedure: In the same manner as in Example 311, the title compound was synthesized using 6-bromo-3-(1-hydroxyethyl)-2-(4-methanesulfonylbenzyl)-4-phenyl-2H-isoquinolin-1-one. Crystals (THF-diisopropyl ether).